Dataset: the Open Reaction Database (ORD), a public repository of structured organic reaction records. Task: describe an organic reaction: reactants, conditions, products, and yield Starting materials: CO, CCCC(NC(=O)c1ccc(C(=O)N2CCCC2CNC(=O)OC(C)(C)C)c(Cl)c1)c1nc2cc(Cl)ccc2[nH]1, ClCCl, Cl, N, O=C(O)C(F)(F)F. Product: CCCC(NC(=O)c1ccc(C(=O)N2CCCC2CN)c(Cl)c1)c1nc2cc(Cl)ccc2[nH]1. Reaction SMILES: [CH3:49][OH:50].[Cl:1][c:2]1[cH:3][c:4]2[c:5]([nH:6][c:7]([CH:9]([CH2:10][CH2:11][CH3:12])[NH:13][C:14]([c:15]3[cH:16][c:17]([Cl:37])[c:18]([C:21](=[O:22])[N:23]4[CH:24]([CH2:28][NH:29][C:30]([O:31][C:32]([CH3:33])([CH3:34])[CH3:35])=[O:36])[CH2:25][CH2:26][CH2:27]4)[cH:19][cH:20]3)=[O:38])[n:8]2)[cH:39][cH:40]1.[Cl:51][CH2:52][Cl:53].[Cl:54].[NH3:48].[OH:41][C:42]([C:43]([F:44])([F:45])[F:46])=[O:47]>>[Cl:1][c:2]1[cH:3][c:4]2[c:5]([nH:6][c:7]([CH:9]([CH2:10][CH2:11][CH3:12])[NH:13][C:14]([c:15]3[cH:16][c:17]([Cl:37])[c:18]([C:21](=[O:22])[N:23]4[CH:24]([CH2:28][NH2:29])[CH2:25][CH2:26][CH2:27]4)[cH:19][cH:20]3)=[O:38])[n:8]2)[cH:39][cH:40]1. Starting materials: C1(CC2C(CC1)C(=O)OC2=O)C(=O)O (cyclohexane-1,3,4-tricarboxylic 3,4-anhydride), C(CC)O (n-propyl alcohol). Yields the product monopropyl ester, C1(CC(C(CC1)C(=O)O)C(=O)O)C(=O)O (cyclohexane-1,3,4-tricarboxylic acid). Reaction SMILES: [CH:1]1([C:12]([OH:14])=[O:13])[CH2:6][CH2:5][CH:4]2[C:7]([O:9][C:10](=[O:11])[CH:3]2[CH2:2]1)=[O:8].C([OH:18])CC>>[CH:1]1([C:12]([OH:14])=[O:13])[CH2:6][CH2:5][CH:4]([C:7]([OH:18])=[O:8])[CH:3]([C:10]([OH:9])=[O:11])[CH2:2]1. Procedure details: Into a four-necked flask equipped with a thermometer, a stirring device, a condenser and a temperature controller, 198 parts by weight of cyclohexane-1,3,4-tricarboxylic 3,4-anhydride and 300 parts by weight of n-propyl alcohol were charged and allowed to react at 100° C. for 3 h. After the reaction, the excess n-propyl alcohol was distilled off under reduced pressure to obtain monopropyl ester of cyclohexane-1,3,4-tricarboxylic acid as a colorless and transparent liquid. The product was identif... The product is OC1=CC2=C(NC1=O)OCC1=C2C=CC=C1 (2-hydroxy-4,6-dihydro-3H[2]benzopyrano[3,4-b]pyridin-3-one). Procedure: Add 23.1 gm of 2-chloro-4,6-dihydro-3H[2]benzopyrano[3,4-b]pyridin-3-one to 300 ml of methanol containing 30 gm of sodium methoxide. Heat the system in a steel bomb at about 200° C. for 12 hours. Stop the reaction and remove the solvent by stripping. Treat the residue with water and then isolate the title compound. As a reaction SMILES: Cl[C:2]1[C:7](=[O:8])[NH:6][C:5]2[O:9][CH2:10][C:11]3[CH:16]=[CH:15][CH:14]=[CH:13][C:12]=3[C:4]=2[CH:3]=1.C[O-:18].[Na+]>CO>[OH:18][C:2]1[C:7](=[O:8])[NH:6][C:5]2[O:9][CH2:10][C:11]3[CH:16]=[CH:15][CH:14]=[CH:13][C:12]=3[C:4]=2[CH:3]=1 |f:1.2|. Starting materials: ClC1=CC2=C(NC1=O)OCC1=C2C=CC=C1 (2-chloro-4,6-dihydro-3H[2]benzopyrano[3,4-b]pyridin-3-one), C[O-].[Na+] (sodium methoxide), steel. The solvent is CO (methanol). Starting materials: C1(=CC=CC=C1)CCCCCC(=O)O (6-Phenylhexanoic acid), [N+](=O)(O)[O-] (nitric acid), ice water. Reaction conditions: temperature -10 celsius. RXN SMILES: [C:1]1([CH2:7][CH2:8][CH2:9][CH2:10][CH2:11][C:12]([OH:14])=[O:13])[CH:6]=[CH:5][CH:4]=[CH:3][CH:2]=1.[N+:15]([O-])([OH:17])=[O:16]>C(OCC)(=O)C.CCCCCC>[N+:15]([C:4]1[CH:5]=[CH:6][C:1]([CH2:7][CH2:8][CH2:9][CH2:10][CH2:11][C:12]([OH:14])=[O:13])=[CH:2][CH:3]=1)([O-:17])=[O:16] |f:2.3|. Reported procedure: 6-Phenylhexanoic acid (30 g) was added dropwise over 6.5 hours to 125 ml of 90% nitric acid with cooling to -30° to -20° C. When the addition was complete, the mixture was allowed to warm to -10° C. for 30 minutes and it was then poured into ice water. The resulting mixture was extracted with diethyl ether and the ether extract was washed with water and saturated aqueous sodium chloride solution and dried over magnesium sulfate. The solvent was then evaporated to leave a crude yellow solid which... Run in C(C)(=O)OCC.CCCCCC (ethyl acetate hexane). The product is [N+](=O)([O-])C1=CC=C(C=C1)CCCCCC(=O)O (6-(4-nitrophenyl)hexanoic acid). Reactants: CO, Oc1ccccc1Cc1ccc(Cl)cc1, [OH-], [OH-], [Pd+2]. Yields the product Oc1ccccc1Cc1ccccc1. Reaction SMILES: [CH3:16][OH:17].[Cl:1][c:2]1[cH:3][cH:4][c:5]([CH2:6][c:7]2[c:8]([OH:13])[cH:9][cH:10][cH:11][cH:12]2)[cH:14][cH:15]1.[OH-:18].[OH-:20].[Pd+2:19]>>[cH:2]1[cH:3][cH:4][c:5]([CH2:6][c:7]2[c:8]([OH:13])[cH:9][cH:10][cH:11][cH:12]2)[cH:14][cH:15]1. The reactants are CCOC(=O)C1c2cc(Br)c(OC)cc2CCN1C(=O)C(=O)N(C)C(C)(C)CCC#Cc1cccs1, Cl, [K+], C1COCCO1, [OH-], O. The product is COc1cc2c(cc1Br)C(C(=O)O)N(C(=O)C(=O)N(C)C(C)(C)CCC#Cc1cccs1)CC2. As a reaction SMILES: [Br:1][c:2]1[c:3]([O:35][CH3:36])[cH:4][c:5]2[c:10]([cH:11]1)[CH:9]([C:12](=[O:13])[O:14][CH2:15][CH3:16])[N:8]([C:17]([C:18](=[O:19])[N:20]([C:21]([CH3:22])([CH2:23][CH2:24][C:25]#[C:26][c:27]1[s:28][cH:29][cH:30][cH:31]1)[CH3:32])[CH3:33])=[O:34])[CH2:7][CH2:6]2.[ClH:39].[K+:38].[O:40]1[CH2:41][CH2:42][O:43][CH2:44][CH2:45]1.[OH-:37].[OH2:46]>>[Br:1][c:2]1[c:3]([O:35][CH3:36])[cH:4][c:5]2[c:10]([cH:11]1)[CH:9]([C:12](=[O:13])[OH:14])[N:8]([C:17]([C:18](=[O:19])[N:20]([C:21]([CH3:22])([CH2:23][CH2:24][C:25]#[C:26][c:27]1[s:28][cH:29][cH:30][cH:31]1)[CH3:32])[CH3:33])=[O:34])[CH2:7][CH2:6]2. Starting materials: O=C([O-])O, CCCO, COC(=O)c1ccc(B2OC(C)(C)C(C)(C)O2)cc1OC, Cc1ccccc1, Cc1cnc(Cl)nc1Cl, [Na+]. Product: COC(=O)c1ccc(-c2nc(Cl)ncc2C)cc1OC. As a reaction SMILES: [C:35](=[O:36])([OH:37])[O-:38].[CH2:31]([OH:32])[CH2:33][CH3:34].[CH3:10][O:11][c:12]1[c:13]([C:14](=[O:15])[O:16][CH3:17])[cH:18][cH:19][c:20]([B:22]2[O:23][C:24]([CH3:25])([CH3:26])[C:27]([CH3:28])([CH3:29])[O:30]2)[cH:21]1.[CH3:40][c:41]1[cH:42][cH:43][cH:44][cH:45][cH:46]1.[Cl:1][c:2]1[n:3][cH:4][c:5]([CH3:9])[c:6]([Cl:8])[n:7]1.[Na+:39]>>[Cl:1][c:2]1[n:3][cH:4][c:5]([CH3:9])[c:6](-[c:20]2[cH:19][cH:18][c:13]([C:14](=[O:15])[O:16][CH3:17])[c:12]([O:11][CH3:10])[cH:21]2)[n:7]1.